This data is from the Open Reaction Database (ORD), a public repository of structured organic reaction records. The task is: describe an organic reaction: reactants, conditions, products, and yield Starting materials: COCOc1ccc(C(C)=CC(=O)NCc2cccnc2)cc1, CO, Cl. Yields the product CC(=CC(=O)NCc1cccnc1)c1ccc(O)cc1. As a reaction SMILES: [CH3:1][O:2][CH2:3][O:4][c:5]1[cH:6][cH:7][c:8]([C:11](=[CH:12][C:13](=[O:14])[NH:15][CH2:16][c:17]2[cH:18][n:19][cH:20][cH:21][cH:22]2)[CH3:23])[cH:9][cH:10]1.[CH3:25][OH:26].[ClH:24]>>[OH:4][c:5]1[cH:6][cH:7][c:8]([C:11](=[CH:12][C:13](=[O:14])[NH:15][CH2:16][c:17]2[cH:18][n:19][cH:20][cH:21][cH:22]2)[CH3:23])[cH:9][cH:10]1. Reactants: C1COC(C)(CCCN(CC2=CC=CC=C2)CC2=CC=CC=C2)O1 (N,N-dibenzyl-5-amino-pentan-2-one ethylene acetal), Cl (hydrochloric acid), C(C)O (ethanol). The product is C(C1=CC=CC=C1)N(CCCCC(=O)CCCCN(CC1=CC=CC=C1)CC1=CC=CC=C1)CC1=CC=CC=C1 (N,N-dibenzyl-3-aminopropylmethyl ketone). Reaction SMILES: C1O[C:4]([CH2:6][CH2:7][CH2:8][N:9]([CH2:17][C:18]2[CH:23]=[CH:22][CH:21]=[CH:20][CH:19]=2)[CH2:10][C:11]2[CH:16]=[CH:15][CH:14]=[CH:13][CH:12]=2)(C)OC1.Cl.[CH2:26]([OH:28])[CH3:27]>>[CH2:17]([N:9]([CH2:10][C:11]1[CH:12]=[CH:13][CH:14]=[CH:15][CH:16]=1)[CH2:8][CH2:7][CH2:6][CH2:27][C:26]([CH2:4][CH2:6][CH2:7][CH2:8][N:9]([CH2:10][C:11]1[CH:12]=[CH:13][CH:14]=[CH:15][CH:16]=1)[CH2:17][C:18]1[CH:19]=[CH:20][CH:21]=[CH:22][CH:23]=1)=[O:28])[C:18]1[CH:23]=[CH:22][CH:21]=[CH:20][CH:19]=1. Procedure: A solution of N,N-dibenzyl-5-amino-pentan-2-one ethylene acetal (90 g) in ethanol (500 ml) containing dilute hydrochloric acid (200 ml) was refluxed for 1 hour. The solution was allowed to cool and the ethanol was evaporated in vacuo. The residue was dissolved in water and extracted with ether. The aqueous layer was made alkaline with dilute sodium hydroxide solution and was extracted twice with ether. The combined ethereal extracts were washed with water, dried over anhydrous sodium sulphate an...